This data is from the Open Reaction Database (ORD), a public repository of structured organic reaction records. The task is: describe an organic reaction: reactants, conditions, products, and yield The reactants are BrN1C(CCC1=O)=O (N-bromosuccinimide), CON=C(C(C=1N=CSC1C)=O)OC (Methyl α-keto-α-(5-methylthiazol-4-yl)-acetate O-methyloxime), BrN1C(CCC1=O)=O (N-bromosuccinimide), N(=NC(C#N)(C)C)C(C#N)(C)C (azobisisobutyronitrile). The solvent is C(Cl)(Cl)(Cl)Cl (carbon tetrachloride). Conditions: time 2 hour. The product is CON=C(C(C=1N=CSC1CBr)=O)OC (Methyl α-keto-α-(5-bromomethylthiazol-4-yl)-acetate O-methyloxime). RXN SMILES: [CH3:1][O:2][N:3]=[C:4]([O:13][CH3:14])[C:5](=[O:12])[C:6]1[N:7]=[CH:8][S:9][C:10]=1[CH3:11].[Br:15]N1C(=O)CCC1=O.N(C(C)(C)C#N)=NC(C)(C)C#N>C(Cl)(Cl)(Cl)Cl>[CH3:1][O:2][N:3]=[C:4]([O:13][CH3:14])[C:5](=[O:12])[C:6]1[N:7]=[CH:8][S:9][C:10]=1[CH2:11][Br:15]. Procedure: A mixture of 106 g (0.5 mol) of the methylthiazol (cis-isomer from Example 3 c), 100 g (0.56 mol) of N-bromosuccinimide and 1 g of azobisisobutyronitrile in 1 l of carbon tetrachloride is refluxed for 3 hours. 20 g (0.11 mol) of N-bromosuccinimide are also added and heating is carried out for a further 2 hours. The reaction mixture is cooled to room temperature and the precipitated succinimide is filtered off under suction. The filtrate is extracted with water, dried over MgSO4 and evaporated do...